Task: describe an organic reaction: reactants, conditions, products, and yield. Dataset: the Open Reaction Database (ORD), a public repository of structured organic reaction records Starting materials: C(C)(C)(C)O[C@H](C(=O)OCC)C=1C(=NC(=C(C1N1CCC(CC1)(C)C)C1=CC=C(C=C1)O)C)C ((S)-ethyl 2-(tert-butoxy)-2-(4-(4,4-dimethylpiperidin-1-yl)-5-(4-hydroxyphenyl)-2,6-dimethylpyridin-3-yl)acetate), ClC=1SC(=CN1)CO ((2-chlorothiazol-5-yl)methanol), C1=CC=C(C=C1)P(C2=CC=CC=C2)C3=CC=CC=C3 (Ph3P), CCOC(=O)/N=N/C(=O)OCC (DEAD), [OH-].[Na+] (NaOH). Solvent: C1CCOC1 (THF), CO (MeOH). Run at time 18 hour. Product: C(C)(C)(C)O[C@H](C(=O)O)C=1C(=NC(=C(C1N1CCC(CC1)(C)C)C1=CC=C(C=C1)OCC1=CN=C(S1)Cl)C)C ((S)-2-(tert-butoxy)-2-(5-(4-((2-chlorothiazol-5-yl)methoxy)phenyl)-4-(4,4-dimethylpiperidin-1-yl)-2,6-dimethylpyridin-3-yl)acetic acid). Isolated yield 3.0%. RXN SMILES: [C:1]([O:5][C@@H:6]([C:12]1[C:13]([CH3:34])=[N:14][C:15]([CH3:33])=[C:16]([C:26]2[CH:31]=[CH:30][C:29]([OH:32])=[CH:28][CH:27]=2)[C:17]=1[N:18]1[CH2:23][CH2:22][C:21]([CH3:25])([CH3:24])[CH2:20][CH2:19]1)[C:7]([O:9]CC)=[O:8])([CH3:4])([CH3:3])[CH3:2].[Cl:35][C:36]1[S:37][C:38]([CH2:41]O)=[CH:39][N:40]=1.C1C=CC(P(C2C=CC=CC=2)C2C=CC=CC=2)=CC=1.CCOC(/N=N/C(OCC)=O)=O.[OH-].[Na+]>C1COCC1.CO>[C:1]([O:5][C@@H:6]([C:12]1[C:13]([CH3:34])=[N:14][C:15]([CH3:33])=[C:16]([C:26]2[CH:27]=[CH:28][C:29]([O:32][CH2:41][C:38]3[S:37][C:36]([Cl:35])=[N:40][CH:39]=3)=[CH:30][CH:31]=2)[C:17]=1[N:18]1[CH2:19][CH2:20][C:21]([CH3:25])([CH3:24])[CH2:22][CH2:23]1)[C:7]([OH:9])=[O:8])([CH3:3])([CH3:2])[CH3:4] |f:4.5|. Procedure details: To a stirred solution of (S)-ethyl 2-(tert-butoxy)-2-(4-(4,4-dimethylpiperidin-1-yl)-5-(4-hydroxyphenyl)-2,6-dimethylpyridin-3-yl)acetate (25 mg, 0.053 mmol), (2-chlorothiazol-5-yl)methanol (23.94 mg, 0.160 mmol) and Ph3P-resin (69.7 mg, 0.267 mmol) in THF (2 mL) was added DEAD (0.025 mL, 0.160 mmol) at rt. After 18 h, mixture was filtered to remove polymer, concentrated and treated with 1N NaOH (1.067 mL, 1.067 mmol) in MeOH (1 mL) at 75° C. for 16 h. Mixture was then cooled and purified by pre... Reactants: CCCc1c(SCCCOc2ccc3c(=O)cc(C(=O)OCC)oc3c2CCC)ccc(C(C)=O)c1N, CCCc1c(SCCCOc2ccc3c(=O)cc(C(=O)[O-])oc3c2CCC)ccc(C(C)=O)c1N, [Na+]. The product is CCCc1c(SCCCOc2ccc3c(=O)cc(C(=O)O)oc3c2CCC)ccc(C(C)=O)c1N. Reaction SMILES: [C:1]([CH3:2])(=[O:3])[c:4]1[c:5]([NH2:37])[c:6]([CH2:34][CH2:35][CH3:36])[c:7]([S:10][CH2:11][CH2:12][CH2:13][O:14][c:15]2[c:16]([CH2:31][CH2:32][CH3:33])[c:17]3[c:18]([c:19](=[O:28])[cH:20][c:21]([C:23](=[O:24])[O:25][CH2:26][CH3:27])[o:22]3)[cH:29][cH:30]2)[cH:8][cH:9]1.[C:38]([c:39]1[cH:40][cH:41][c:42]([S:43][CH2:44][CH2:45][CH2:46][O:47][c:48]2[cH:49][cH:50][c:51]3[c:52](=[O:53])[cH:54][c:55]([C:56]([O-:57])=[O:58])[o:59][c:60]3[c:61]2[CH2:62][CH2:63][CH3:64])[c:65]([CH2:66][CH2:67][CH3:68])[c:69]1[NH2:70])(=[O:71])[CH3:72].[Na+:73]>>[C:1]([CH3:2])(=[O:3])[c:4]1[c:5]([NH2:37])[c:6]([CH2:34][CH2:35][CH3:36])[c:7]([S:10][CH2:11][CH2:12][CH2:13][O:14][c:15]2[c:16]([CH2:31][CH2:32][CH3:33])[c:17]3[c:18]([c:19](=[O:28])[cH:20][c:21]([C:23](=[O:24])[OH:25])[o:22]3)[cH:29][cH:30]2)[cH:8][cH:9]1. Reaction SMILES: [CH3:11][C:12](=[O:13])[O:14][C:15](=[O:16])[CH3:17].[CH3:20][CH2:21][OH:22].[NH:1]1[CH2:2][CH2:3][NH:4][c:5]2[cH:6][cH:7][cH:8][cH:9][c:10]21.[Na+:19].[OH-:18].[OH2:23]>>[N:1]1([C:12]([CH3:11])=[O:13])[CH2:2][CH2:3][NH:4][c:5]2[cH:6][cH:7][cH:8][cH:9][c:10]21. The reactants are CC(=O)OC(C)=O, CCO, c1ccc2c(c1)NCCN2, [Na+], [OH-], O. The product is CC(=O)N1CCNc2ccccc21.